Dataset: the Open Reaction Database (ORD), a public repository of structured organic reaction records. Task: describe an organic reaction: reactants, conditions, products, and yield Yields the product BrC1=CC=C2C(=CN(C2=C1)C)C(C(=O)OC)C1=CC2=C(OCO2)C(=C1)OC (Methyl 2-(6-bromo-1-methyl-1H-3-indolyl)-2-(7-methoxy-1,3-benzodioxol-5-yl)acetate). As a reaction SMILES: [H-].[Na+].[Br:3][C:4]1[CH:12]=[C:11]2[C:7]([C:8]([CH:13]([C:18]3[CH:26]=[C:25]([O:27][CH3:28])[C:21]4[O:22][CH2:23][O:24][C:20]=4[CH:19]=3)[C:14]([O:16][CH3:17])=[O:15])=[CH:9][NH:10]2)=[CH:6][CH:5]=1.[C:29]1(C)C=CC(S(OC)(=O)=O)=CC=1>CN(C)C=O>[Br:3][C:4]1[CH:12]=[C:11]2[C:7]([C:8]([CH:13]([C:18]3[CH:26]=[C:25]([O:27][CH3:28])[C:21]4[O:22][CH2:23][O:24][C:20]=4[CH:19]=3)[C:14]([O:16][CH3:17])=[O:15])=[CH:9][N:10]2[CH3:29])=[CH:6][CH:5]=1 |f:0.1|. Starting materials: C1(=CC=C(C=C1)S(=O)(=O)OC)C (methyl p-toluenesulphonate), [H-].[Na+] (Sodium hydride), BrC1=CC=C2C(=CNC2=C1)C(C(=O)OC)C1=CC2=C(OCO2)C(=C1)OC (Methyl 2-(6-bromo-1H-3-indolyl)-2-(7-methoxy-1,3-benzodioxol-5-yl)acetate). The yield is 53.0%. Procedure details: Sodium hydride (289 mg of a 60% dispersion in paraffin wax) was added in portions to a stirred solution of methyl 2-(6-bromo-1H-3-indolyl)-2-(7-methoxy-1,3-benzodioxol-5-yl)acetate (from step (c), 2.7 g, 6.5 mmol) in anhydrous dimethylformamide (20 ml) at 0° C. under a nitrogen atmosphere. After 30 minutes, methyl p-toluenesulphonate (1.34 g, 7.2 mmol) was added. After a further 1 hour the mixture was partitioned between diethyl ether and water. The organic layer was separated and washed twice w... Solvent: paraffin, CN(C=O)C (dimethylformamide). Reaction conditions: time 30 minute. Reactants: CCOC(C)=O, CCO, CCOC(=O)CCCCCCN(CC)c1ccc(C(F)(F)F)cc1CN(Cc1cc(C(F)(F)F)cc(C(F)(F)F)c1)c1ncc(N2CCOCC2)cn1, [Na+], [OH-]. The product is CCN(CCCCCCC(=O)O)c1ccc(C(F)(F)F)cc1CN(Cc1cc(C(F)(F)F)cc(C(F)(F)F)c1)c1ncc(N2CCOCC2)cn1. As a reaction SMILES: [CH3:56][CH2:57][O:58][C:59](=[O:60])[CH3:61].[CH3:62][CH2:63][OH:64].[F:1][C:2]([c:3]1[cH:4][c:5]([CH2:6][N:7]([c:8]2[n:9][cH:10][c:11]([N:14]3[CH2:15][CH2:16][O:17][CH2:18][CH2:19]3)[cH:12][n:13]2)[CH2:20][c:21]2[c:22]([N:31]([CH2:32][CH2:33][CH2:34][CH2:35][CH2:36][CH2:37][C:38](=[O:39])[O:40][CH2:41][CH3:42])[CH2:43][CH3:44])[cH:23][cH:24][c:25]([C:27]([F:28])([F:29])[F:30])[cH:26]2)[cH:45][c:46]([C:48]([F:49])([F:50])[F:51])[cH:47]1)([F:52])[F:53].[Na+:55].[OH-:54]>>[F:1][C:2]([c:3]1[cH:4][c:5]([CH2:6][N:7]([c:8]2[n:9][cH:10][c:11]([N:14]3[CH2:15][CH2:16][O:17][CH2:18][CH2:19]3)[cH:12][n:13]2)[CH2:20][c:21]2[c:22]([N:31]([CH2:32][CH2:33][CH2:34][CH2:35][CH2:36][CH2:37][C:38](=[O:39])[OH:40])[CH2:43][CH3:44])[cH:23][cH:24][c:25]([C:27]([F:28])([F:29])[F:30])[cH:26]2)[cH:45][c:46]([C:48]([F:49])([F:50])[F:51])[cH:47]1)([F:52])[F:53]. Starting materials: BrC=1C=2N(C=CC1)C(N(N2)CCC2=NC1=CC=CC=C1C=C2)=O (8-bromo-2-(2-(quinolin-2-yl)ethyl)-[1,2,4]triazolo[4,3-a]pridin-3(2H)-one), N#N (N2), C(CCC)[Sn](C=1OC=CN1)(CCCC)CCCC (2-(tributylstannyl)oxazole), C(CCC)[Sn](C=1OC=CN1)(CCCC)CCCC (2-(tributylstannyl)oxazole). Reagents/catalysts: C=1C=CC(=CC1)[P](C=2C=CC=CC2)(C=3C=CC=CC3)[Pd]([P](C=4C=CC=CC4)(C=5C=CC=CC5)C=6C=CC=CC6)([P](C=7C=CC=CC7)(C=8C=CC=CC8)C=9C=CC=CC9)[P](C=1C=CC=CC1)(C=1C=CC=CC1)C=1C=CC=CC1 (tetrakis(triphenylphosphine)palladium). The solvent is C1CCOC1 (THF). Run at temperature 125 celsius. Yields the product O1C(=NC=C1)C=1C=2N(C=CC1)C(N(N2)CCC2=NC1=CC=CC=C1C=C2)=O (8-(oxazol-2-yl)-2-(2-(quinolin-2-yl)ethyl)-[1,2,4]triazolo[4,3-a]pyridin-3(2H)-one). Isolated yield 16.4%. As a reaction SMILES: Br[C:2]1[C:3]2[N:4]([C:8](=[O:23])[N:9]([CH2:11][CH2:12][C:13]3[CH:22]=[CH:21][C:20]4[C:15](=[CH:16][CH:17]=[CH:18][CH:19]=4)[N:14]=3)[N:10]=2)[CH:5]=[CH:6][CH:7]=1.N#N.C([Sn](CCCC)(CCCC)[C:31]1[O:32][CH:33]=[CH:34][N:35]=1)CCC>C1COCC1.C1C=CC([P]([Pd]([P](C2C=CC=CC=2)(C2C=CC=CC=2)C2C=CC=CC=2)([P](C2C=CC=CC=2)(C2C=CC=CC=2)C2C=CC=CC=2)[P](C2C=CC=CC=2)(C2C=CC=CC=2)C2C=CC=CC=2)(C2C=CC=CC=2)C2C=CC=CC=2)=CC=1>[O:32]1[CH:33]=[CH:34][N:35]=[C:31]1[C:2]1[C:3]2[N:4]([C:8](=[O:23])[N:9]([CH2:11][CH2:12][C:13]3[CH:22]=[CH:21][C:20]4[C:15](=[CH:16][CH:17]=[CH:18][CH:19]=4)[N:14]=3)[N:10]=2)[CH:5]=[CH:6][CH:7]=1 |^1:52,54,73,92|. Reported procedure: A solution of bromide 1-6 (43 mg, 0.116 mmol) in THF (2 mL) in a microwave vial was sparged with N2 gas for 5 min, and 2-(tributylstannyl)oxazole (83 mg, 0.233 mmol) and tetrakis(triphenylphosphine)palladium (13 mg, 0.012 mmol) were added. The vial was capped and heated at 125° C. under microwave irradiation for 20 min, then another 30 min at 130° C. An additional portion of 2-(tributylstannyl)oxazole (50 mg, 0.140 mmol) was added, and the vial was heated at 85° C. in an oil bath for 16 h. After... Starting materials: Grignard reagent, S(O)(O)(=O)=O (sulfuric acid), C(#N)C1=COC2=C1C=CC=C2 (3-cyanobenzofuran), [Mg] (magnesium), IC1=CC=C(C=C1)OC (4-iodoanisole). The solvent is CCOCC (ether), CCOCC (ether), O (water), O (water). Conditions: time 17 hour. The product is COC1=CC=C(C(=O)C2=COC3=C2C=CC=C3)C=C1 (3-(4'-methoxybenzoyl)benzofuran). RXN SMILES: [Mg].I[C:3]1[CH:8]=[CH:7][C:6]([O:9][CH3:10])=[CH:5][CH:4]=1.[C:11]([C:13]1[C:17]2[CH:18]=[CH:19][CH:20]=[CH:21][C:16]=2[O:15][CH:14]=1)#N.S(=O)(=O)(O)[OH:23]>O.CCOCC>[CH3:10][O:9][C:6]1[CH:7]=[CH:8][C:3]([C:11]([C:13]2[C:17]3[CH:18]=[CH:19][CH:20]=[CH:21][C:16]=3[O:15][CH:14]=2)=[O:23])=[CH:4][CH:5]=1. Procedure details: To a solution of the Grignard reagent prepared from 4.27 g. (0.14 g.-atom) of magnesium turnings and 31.0 g. (0.13 mol.) of 4-iodoanisole in 50 ml. of ether was added dropwise a solution of 10.0 g. (0.07 mol.) of 3-cyanobenzofuran in 150 ml. of ether. The reaction mixture was stirred at 25° for 17 hours, then 30 ml. of water was added followed by a mixture of 20 ml. of sulfuric acid and 40 ml. of water. Additional amounts of the acid solution were added to dissolve the precipitate that formed in...